Dataset: the Open Reaction Database (ORD), a public repository of structured organic reaction records. Task: describe an organic reaction: reactants, conditions, products, and yield Starting materials: CC(=O)OC(C)=O, O=CO, ClCCl, NC(Cc1ccccc1)(c1ccc(F)cc1)c1cc(F)cc(OC(F)(F)C(F)F)c1. Product: O=CNC(Cc1ccccc1)(c1ccc(F)cc1)c1cc(F)cc(OC(F)(F)C(F)F)c1. Reaction SMILES: [CH3:1][C:2]([O:3][C:4](=[O:5])[CH3:6])=[O:7].[CH:8](=[O:9])[OH:10].[Cl:41][CH2:42][Cl:43].[F:11][c:12]1[cH:13][c:14]([C:25]([CH2:26][c:27]2[cH:28][cH:29][cH:30][cH:31][cH:32]2)([NH2:33])[c:34]2[cH:35][cH:36][c:37]([F:40])[cH:38][cH:39]2)[cH:15][c:16]([O:18][C:19]([CH:20]([F:21])[F:22])([F:23])[F:24])[cH:17]1>>[CH:8](=[O:10])[NH:33][C:25]([c:14]1[cH:13][c:12]([F:11])[cH:17][c:16]([O:18][C:19]([CH:20]([F:21])[F:22])([F:23])[F:24])[cH:15]1)([CH2:26][c:27]1[cH:28][cH:29][cH:30][cH:31][cH:32]1)[c:34]1[cH:35][cH:36][c:37]([F:40])[cH:38][cH:39]1. Yield: 65.0%. Run at temperature 25 celsius, time 18 hour. Run in O, ClCCl. Yields the product N#CC=1C=CN=C(C1)C(F)F. Starting materials: N#CC=1C=CN=CC1, [Zn].O=S(O)C(F)F. The reagents and catalysts are O=C(O)C(F)(F)F, OOC(C)(C)C.